From a dataset of the Open Reaction Database (ORD), a public repository of structured organic reaction records. describe an organic reaction: reactants, conditions, products, and yield The reactants are O=C([O-])[O-], COC(CNS(C)(=O)=O)c1ccc(Br)cc1, [Na+], [Na+], C1COCCO1, OB(O)c1ccsc1. The product is COC(CNS(C)(=O)=O)c1ccc(-c2ccsc2)cc1. RXN SMILES: [C:25](=[O:26])([O-:27])[O-:28].[CH3:1][S:2](=[O:3])(=[O:4])[NH:5][CH2:6][CH:7]([O:8][CH3:9])[c:10]1[cH:11][cH:12][c:13]([Br:16])[cH:14][cH:15]1.[Na+:29].[Na+:30].[O:31]1[CH2:32][CH2:33][O:34][CH2:35][CH2:36]1.[s:17]1[cH:18][c:19]([B:22]([OH:23])[OH:24])[cH:20][cH:21]1>>[CH3:1][S:2](=[O:3])(=[O:4])[NH:5][CH2:6][CH:7]([O:8][CH3:9])[c:10]1[cH:11][cH:12][c:13](-[c:19]2[cH:18][s:17][cH:21][cH:20]2)[cH:14][cH:15]1.